The task is: describe an organic reaction: reactants, conditions, products, and yield. This data is from the Open Reaction Database (ORD), a public repository of structured organic reaction records. The reactants are [Br-], N#Cc1ccc(C2CCC(C=O)CC2)cc1, C1CCOC1, CC(C)(C)[O-], FCCC[P+](c1ccccc1)(c1ccccc1)c1ccccc1, [K+], O. Yields the product N#Cc1ccc(C2CCC(C=CCCF)CC2)cc1. Reaction SMILES: [Br-:1].[C:36](#[N:37])[c:38]1[cH:39][cH:40][c:41]([CH:44]2[CH2:45][CH2:46][CH:47]([CH:50]=[O:51])[CH2:48][CH2:49]2)[cH:42][cH:43]1.[CH2:25]1[O:26][CH2:27][CH2:28][CH2:29]1.[CH3:30][C:31]([CH3:32])([O-:33])[CH3:34].[F:2][CH2:3][CH2:4][CH2:5][P+:6]([c:7]1[cH:8][cH:9][cH:10][cH:11][cH:12]1)([c:13]1[cH:14][cH:15][cH:16][cH:17][cH:18]1)[c:19]1[cH:20][cH:21][cH:22][cH:23][cH:24]1.[K+:35].[OH2:52]>>[F:2][CH2:3][CH2:4][CH:5]=[CH:50][CH:47]1[CH2:46][CH2:45][CH:44]([c:41]2[cH:40][cH:39][c:38]([C:36]#[N:37])[cH:43][cH:42]2)[CH2:49][CH2:48]1. Reactants: O=C1OC(=O)c2c1cccc2[N+](=O)[O-], [NH4+]. The product is NC(=O)c1c(C(=O)O)cccc1[N+](=O)[O-]. Reaction SMILES: [N+:1](=[O:2])([O-:3])[c:4]1[c:5]2[c:6]([cH:12][cH:13][cH:14]1)[C:7](=[O:8])[O:9][C:10]2=[O:11].[NH4+:15]>>[N+:1](=[O:2])([O-:3])[c:4]1[c:5]([C:10](=[O:11])[NH2:15])[c:6]([C:7](=[O:8])[OH:9])[cH:12][cH:13][cH:14]1. The reactants are C1(=CC=CC=C1)OC(N(C(=O)OC1=CC=CC=C1)C1=NC=CC(=C1)OC1=CC(=C(C=C1)NC(=O)C1(CC1)C(NC1=C(C=CC=C1)F)=O)F)=O ([4-(3-fluoro-4-{[1-(2-fluorophenylcarbamoyl)cyclopropanecarbonyl]amino}phenoxy)pyridin-2-yl]-N-(phenoxycarbonyl)carbamic acid phenyl ester), CN1CCC(CC1)NC (1-methyl-4-(methylamino)piperidine). Solvent: CN(C=O)C (N,N-dimethylformamide). Conditions: time 8 hour. Yields the product FC1=C(C=CC(=C1)OC1=CC(=NC=C1)NC(=O)N(C1CCN(CC1)C)C)NC(=O)C1(CC1)C(=O)NC1=C(C=CC=C1)F (N-(2-Fluoro-4-{[2-({[methyl(1-methylpiperidin-4-yl)amino]carbonyl}amino)pyridin-4-yl]oxy}phenyl)-N′-(2-fluorophenyl)cyclopropane-1,1-dicarboxamide). Isolated yield 38.0%. Reaction SMILES: C1(O[C:8](=[O:49])[N:9]([C:19]2[CH:24]=[C:23]([O:25][C:26]3[CH:31]=[CH:30][C:29]([NH:32][C:33]([C:35]4([C:38](=[O:47])[NH:39][C:40]5[CH:45]=[CH:44][CH:43]=[CH:42][C:41]=5[F:46])[CH2:37][CH2:36]4)=[O:34])=[C:28]([F:48])[CH:27]=3)[CH:22]=[CH:21][N:20]=2)C(OC2C=CC=CC=2)=O)C=CC=CC=1.[CH3:50][N:51]1[CH2:56][CH2:55][CH:54]([NH:57][CH3:58])[CH2:53][CH2:52]1>CN(C)C=O>[F:48][C:28]1[CH:27]=[C:26]([O:25][C:23]2[CH:22]=[CH:21][N:20]=[C:19]([NH:9][C:8]([N:57]([CH3:58])[CH:54]3[CH2:55][CH2:56][N:51]([CH3:50])[CH2:52][CH2:53]3)=[O:49])[CH:24]=2)[CH:31]=[CH:30][C:29]=1[NH:32][C:33]([C:35]1([C:38]([NH:39][C:40]2[CH:45]=[CH:44][CH:43]=[CH:42][C:41]=2[F:46])=[O:47])[CH2:36][CH2:37]1)=[O:34]. Procedure details: To a solution of [4-(3-fluoro-4-{[1-(2-fluorophenylcarbamoyl)cyclopropanecarbonyl]amino}phenoxy)pyridin-2-yl]-N-(phenoxycarbonyl)carbamic acid phenyl ester (90.6 mg) in N,N-dimethylformamide (2.0 ml) was added 1-methyl-4-(methylamino)piperidine (0.120 ml) at room temperature, followed by stirring overnight. The reaction mixture was partitioned between ethyl acetate and water. The organic layer was washed with a saturated aqueous solution of ammonium chloride and brine in this order, and dried ov... The reactants are OCC1=C(C=CC=C1)B(O)O (2-(hydroxymethyl)phenylboronic acid), BrC1=CC=C(C=C1)NC(=O)[C@H]1CN2CCC1CC2 ((3R)-N-(4-bromophenyl)-1-azabicyclo[2.2.2]octane-3-carboxamide), [OH-].[Na+] (sodium hydroxide). Reagents/catalysts: C1=CC=C(C=C1)P([C-]2C=CC=C2)C3=CC=CC=C3.C1=CC=C(C=C1)P([C-]2C=CC=C2)C3=CC=CC=C3.Cl[Pd]Cl.[Fe+2] (1,1′-bis(diphenylphosphino)ferrocenepalladium(II) chloride). Run in CN(C)C=O (DMF). Yields the product OCC1=C(C=CC=C1)C1=CC=C(C=C1)NC(=O)[C@H]1CN2CCC1CC2 ((3R)-N-[2′-(Hydroxymethyl)-1,1′-biphenyl-4-yl]-1-azabicyclo[2.2.2]octane-3-carboxamide). RXN SMILES: [OH:1][CH2:2][C:3]1[CH:8]=[CH:7][CH:6]=[CH:5][C:4]=1B(O)O.Br[C:13]1[CH:18]=[CH:17][C:16]([NH:19][C:20]([C@@H:22]2[CH:27]3[CH2:28][CH2:29][N:24]([CH2:25][CH2:26]3)[CH2:23]2)=[O:21])=[CH:15][CH:14]=1.[OH-].[Na+]>C1C=CC(P(C2C=CC=CC=2)[C-]2C=CC=C2)=CC=1.C1C=CC(P(C2C=CC=CC=2)[C-]2C=CC=C2)=CC=1.Cl[Pd]Cl.[Fe+2].CN(C=O)C>[OH:1][CH2:2][C:3]1[CH:8]=[CH:7][CH:6]=[CH:5][C:4]=1[C:13]1[CH:18]=[CH:17][C:16]([NH:19][C:20]([C@@H:22]2[CH:27]3[CH2:28][CH2:29][N:24]([CH2:25][CH2:26]3)[CH2:23]2)=[O:21])=[CH:15][CH:14]=1 |f:2.3,4.5.6.7|. Procedure details: A mixture of 90 mg (0.58 mmol) of 2-(hydroxymethyl)phenylboronic acid, 120 mg (0.39 mmol) of (3R)-N-(4-bromophenyl)-1-azabicyclo[2.2.2]octane-3-carboxamide, 1.16 ml (1.16 mmol) of 1N sodium hydroxide solution, 30 mg (0.04 mmol) of 1,1′-bis(diphenylphosphino)ferrocenepalladium(II) chloride and 1 ml of DMF is heated at 80–85° C. for 42 h. The solvent is removed under reduced pressure. The crude product is purified by chromatography on silica gel 60 (mobile phase: dichloromethane→dichloromethane/me... Reactants: ice, P(Br)(Br)Br (phosphorous tribromide), COC=1C=C(C=CC1)C(CCO)C (3-(3-methoxyphenyl)-1-butanol). The solvent is CCOCC (ether), CCOCC (ether). Reaction conditions: time 2.5 hour. Yields the product BrCCC(C)C1=CC(=CC=C1)OC (1-bromo-3-(3-methoxyphenyl)butane). RXN SMILES: P(Br)(Br)[Br:2].[CH3:5][O:6][C:7]1[CH:8]=[C:9]([CH:13]([CH3:17])[CH2:14][CH2:15]O)[CH:10]=[CH:11][CH:12]=1>CCOCC>[Br:2][CH2:15][CH2:14][CH:13]([C:9]1[CH:10]=[CH:11][CH:12]=[C:7]([O:6][CH3:5])[CH:8]=1)[CH3:17]. Procedure details: A solution of phosphorous tribromide (5.7 ml., 0.06 mole) in ether (30 ml.) is added to a solution of 3-(3-methoxyphenyl)-1-butanol (30.0 g., 0.143 mole) in ether (20 ml.) at -5° C. to -10° C. and the reaction mixture stirred at -5° C. to -10° C. for 2.5 hours. It is then warmed to room temperature and stirred for an additional 30 minutes. The mixture is poured over ice (200 g.) and the resulting mixture extracted with ether (3 × 50 ml.). The combined extracts are washed with 5% sodium hydroxide...